From a dataset of the Open Reaction Database (ORD), a public repository of structured organic reaction records. describe an organic reaction: reactants, conditions, products, and yield Reactants: N1=CC=C2N1C(=CC=N2)O (pyrazolo[1,5-a]pyrimidin-7-ol), O=P(Cl)(Cl)Cl (phosphoroxychloride), CN(C1=CC=CC=C1)C (N,N-dimethylaniline). Procedure: To a solution of pyrazolo[1,5-a]pyrimidin-7-ol (C-1) (19.0 g, 14.1 mmol, 1.0 eq) in phosphoroxychloride (100 mL, 1.06 mol, 76 eq) at RT, N,N-dimethylaniline (7.0 g, 58.0 mmol, 4.1 eq) is added dropwise and the resulting mixture is stirred at reflux overnight. The mixture is allowed to cool to RT and concentrated in vacuo to remove the phosphoroxychloride. The residue is poured into ice water (200 mL), neutralized with saturated aqueous NaHCO3 solution to adjust the pH to 8-9 while keeping the te... RXN SMILES: [N:1]1[N:5]2[C:6](O)=[CH:7][CH:8]=[N:9][C:4]2=[CH:3][CH:2]=1.O=P(Cl)(Cl)[Cl:13].CN(C)C1C=CC=CC=1>>[Cl:13][C:6]1[N:5]2[N:1]=[CH:2][CH:3]=[C:4]2[N:9]=[CH:8][CH:7]=1. The product is ClC1=CC=NC=2N1N=CC2 (7-chloropyrazolo[1,5-a]pyrimidine). The reactants are COC1=CCC=CC1 (1-methoxy-1, 4-cyclohexadiene), [BH4-].[Na+] (sodium borohydride), C(C)O (ethanol), CSC (dimethylsulfide), O=[O+][O-] (ozone). Solvent: CO (methanol). Conditions: temperature -78 celsius, time 80 minute. The product is OCC\C=C/CC(=O)OC (Methyl cis 6-hydroxy-3-hexenoate). Reaction SMILES: [CH3:1][O:2][C:3]1CC=[CH:6][CH2:5][CH:4]=1.[O:9]=[O+][O-].CSC.[BH4-].[Na+].[CH2:17]([OH:19])[CH3:18]>CO>[OH:19][CH2:17][CH2:18]/[CH:6]=[CH:5]\[CH2:4][C:3]([O:2][CH3:1])=[O:9] |f:3.4|. Procedure details: A mixture of 2.85 g. (26 mmoles)of 1-methoxy-1, 4-cyclohexadiene and 30 ml. of absolute methanol was treated with ozone (1.25 g., 26 mmoles) at -78°C. The resulting mixture was flushed with nitrogen. The mixture was allowed to come to 0°C and 2.42 g. (39 mmoles) of dimethylsulfide were added and the mixture stirred at this temperature for 80 minutes. After cooling to -78°C, a suspension of 1.47 g/ (39 mmoles) of sodium borohydride in 20 ml. of absolute ethanol was added dropwise. The resulting m... As a reaction SMILES: [CH2:1]([O:2][C:4](=[O:5])[c:6]1[n:7][o:8][c:9]([CH:11]([CH2:12][c:13]2[cH:14][cH:15][cH:16][cH:17][cH:18]2)[NH:19][CH3:20])[n:10]1)[CH3:3].[CH3:29][CH2:30][OH:31].[NH2:21][CH2:22][c:23]1[cH:24][cH:25][cH:26][cH:27][cH:28]1>>[C:4](=[O:5])([c:6]1[n:7][o:8][c:9]([CH:11]([CH2:12][c:13]2[cH:14][cH:15][cH:16][cH:17][cH:18]2)[NH:19][CH3:20])[n:10]1)[NH:21][CH2:22][c:23]1[cH:24][cH:25][cH:26][cH:27][cH:28]1. Product: CNC(Cc1ccccc1)c1nc(C(=O)NCc2ccccc2)no1. Starting materials: CCOC(=O)c1noc(C(Cc2ccccc2)NC)n1, CCO, NCc1ccccc1. Reactants: C([O-])([O-])=O.[K+].[K+] (potassium carbonate), FC=1C=C2C(=C(C=NC2=C(C1F)OC)C(=O)OCC)O (ethyl 6,7-difluoro-4-hydroxy-8-methoxyquinoline-3-carboxylate), [N+](=O)([O-])C1=C(C=CC(=C1)[N+](=O)[O-])ON (O-(2,4-dinitrophenyl)hydroxylamine). Yield: 52.0%. As a reaction SMILES: C(=O)([O-])[O-].[K+].[K+].[F:7][C:8]1[CH:9]=[C:10]2[C:15](=[C:16]([O:19][CH3:20])[C:17]=1[F:18])[N:14]=[CH:13][C:12]([C:21]([O:23][CH2:24][CH3:25])=[O:22])=[C:11]2[OH:26].[N+:27](C1C=C([N+]([O-])=O)C=CC=1ON)([O-])=O>CN(C)C=O>[NH2:27][N:14]1[C:15]2[C:10](=[CH:9][C:8]([F:7])=[C:17]([F:18])[C:16]=2[O:19][CH3:20])[C:11](=[O:26])[C:12]([C:21]([O:23][CH2:24][CH3:25])=[O:22])=[CH:13]1 |f:0.1.2|. Solvent: CN(C=O)C (dimethylformamide). The product is NN1C=C(C(C2=CC(=C(C(=C12)OC)F)F)=O)C(=O)OCC (ethyl 1-amino-6,7-difluoro-8-methoxy-1,4-dihydro-4-oxoquinoline-3-carboxylate). Procedure details: 1.10 g (0.008 mole) of potassium carbonate was added to a solution of 1.13 g (0.004 mole) of ethyl 6,7-difluoro-4-hydroxy-8-methoxyquinoline-3-carboxylate (IX) [prepared as described in Preparation 14 (B3)] in 20 ml of dimethylformamide and the mixture was stirred at room temperature for 3 hours. 0.81 g (0.0041 mole) of O-(2,4-dinitrophenyl)hydroxylamine was then added, and the mixture was stirred at room temperature for 6 hours. At the end of this time, the solvent was distilled from the reacti... Conditions: time 3 hour. Starting materials: COC1(OC2CCC2O1)C (3-methoxy-3-methyl-2,4-dioxa-bicyclo[3,2,0]heptane), C[Si](I)(C)C (trimethyliodosilane). Run in C(Cl)Cl (methylene chloride). Yields the product I[C@H]1[C@@H](CC1)OC(C)=O (trans-1-iodo-2-acetoxy-cyclobutane). The yield is 76.5%. Reaction SMILES: C[O:2][C:3]1([CH3:10])O[CH:8]2[CH:5]([CH2:6][CH2:7]2)[O:4]1.C[Si](C)(C)[I:13]>C(Cl)Cl>[I:13][C@@H:8]1[CH2:7][CH2:6][C@H:5]1[O:4][C:3](=[O:2])[CH3:10]. Procedure details: 73.4 g (0.51 mol) of 3-methoxy-3-methyl-2,4-dioxa-bicyclo[3,2,0]heptane (stereoisomer mixture) and 102.0 g (0.51 mol) of trimethyliodosilane in 300 ml of methylene chloride are heated to the reflux for 15 hours. Working up by distillation gives 93.6 g (82%) of trans-1-iodo-2-acetoxy-cyclobutane. Boiling point12 94°-95°, nD20 1.5203. Starting materials: C(C1=CC=CC=C1)N1CC2C(=CCC(C2(C1)C(=O)OC)C1=CC=CC=C1)I (methyl (3aRS,4SR,7aRS)-2-benzyl-7-iodo-4-phenyl-2,3,3a,4,5,7a-hexahydro-1H-isoindole-3a-carboxylate), anhydride, C(C)C1=CC=C(C=C1)B(O)O (4-ethylphenylboronic acid), C([O-])([O-])=O.[Na+].[Na+] (sodium carbonate). Reagents/catalysts: C=1C=CC(=CC1)[P](C=2C=CC=CC2)(C=3C=CC=CC3)[Pd]([P](C=4C=CC=CC4)(C=5C=CC=CC5)C=6C=CC=CC6)([P](C=7C=CC=CC7)(C=8C=CC=CC8)C=9C=CC=CC9)[P](C=1C=CC=CC1)(C=1C=CC=CC1)C=1C=CC=CC1 (tetrakis(triphenylphosphine)palladium). Run in C1(=CC=CC=C1)C (toluene), CO (methanol). Product: C(C1=CC=CC=C1)N1CC2C(=CCC(C2(C1)C(=O)OC)C1=CC=CC=C1)C1=CC=C(C=C1)CC (methyl (3aRS,4SR,7aRS)-2-benzyl-7-(4-ethylphenyl)-4-phenyl-2,3,3a,4,5,7a-hexahydro-1H-isoindole-3a-carboxylate). Yield: 72.0%. As a reaction SMILES: [CH2:1]([N:8]1[CH2:16][C:15]2([C:17]([O:19][CH3:20])=[O:18])[CH:10]([C:11](I)=[CH:12][CH2:13][CH:14]2[C:21]2[CH:26]=[CH:25][CH:24]=[CH:23][CH:22]=2)[CH2:9]1)[C:2]1[CH:7]=[CH:6][CH:5]=[CH:4][CH:3]=1.[CH2:28]([C:30]1[CH:35]=[CH:34][C:33](B(O)O)=[CH:32][CH:31]=1)[CH3:29].C(=O)([O-])[O-].[Na+].[Na+]>C1(C)C=CC=CC=1.CO.C1C=CC([P]([Pd]([P](C2C=CC=CC=2)(C2C=CC=CC=2)C2C=CC=CC=2)([P](C2C=CC=CC=2)(C2C=CC=CC=2)C2C=CC=CC=2)[P](C2C=CC=CC=2)(C2C=CC=CC=2)C2C=CC=CC=2)(C2C=CC=CC=2)C2C=CC=CC=2)=CC=1>[CH2:1]([N:8]1[CH2:16][C:15]2([C:17]([O:19][CH3:20])=[O:18])[CH:10]([C:11]([C:33]3[CH:34]=[CH:35][C:30]([CH2:28][CH3:29])=[CH:31][CH:32]=3)=[CH:12][CH2:13][CH:14]2[C:21]2[CH:26]=[CH:25][CH:24]=[CH:23][CH:22]=2)[CH2:9]1)[C:2]1[CH:7]=[CH:6][CH:5]=[CH:4][CH:3]=1 |f:2.3.4,^1:57,59,78,97|. Procedure: By carrying out the reaction as in Stage C of Example 45, but from 1.35 g of methyl (3aRS,4SR,7aRS)-2-benzyl-7-iodo-4-phenyl-2,3,3a,4,5,7a-hexahydro-1H-isoindole-3a-carboxylate in 20 cm3 of toluene, from 340 mg of tetrakis(triphenylphosphine)palladium, from 0.38 g of trimer anhydride of 4-ethylphenylboronic acid in 10 cm3 of methanol and from 15 cm3 of a 2N aqueous sodium carbonate solution at reflux for eighteen hours, 0.92 g (72%) of methyl (3aRS,4SR,7aRS)-2-benzyl-7-(4-ethylphenyl)-4-phenyl-2... Starting materials: [Al+3], CC(=O)[O-], CCOC(C)=O, COc1cccc(NC(C)=O)c1, [Cl-], [Cl-], [Cl-], O=C(Cl)CCl, ClCCCl, [Na+], O. Yields the product CC(=O)Nc1ccc2c(c1)OCC2=O. Reaction SMILES: [Al+3:19].[CH3:23][C:24](=[O:25])[O-:26].[CH3:32][CH2:33][O:34][C:35](=[O:36])[CH3:37].[CH3:6][O:7][c:8]1[cH:9][c:10]([NH:14][C:15]([CH3:16])=[O:17])[cH:11][cH:12][cH:13]1.[Cl-:18].[Cl-:20].[Cl-:21].[Cl:1][CH2:2][C:3](=[O:4])[Cl:5].[Cl:27][CH2:28][CH2:29][Cl:30].[Na+:22].[OH2:31]>>[C:3]1(=[O:4])[CH2:6][O:7][c:8]2[cH:9][c:10]([NH:14][C:15]([CH3:16])=[O:17])[cH:11][cH:12][c:13]21. Reactants: solution, Cl (hydrochloric acid), FC1=C(C=CC(=C1)C(F)(F)F)NC(NC=1C=C(CNC=2C(=NNC2)C(=O)N)C=C(C1)F)=O (4-{3-[3-(2-fluoro-4-trifluoromethylphenyl)ureido]-5-fluorobenzylamino}-1H-pyrazole-3-carboxamide). The solvent is C(C)OCC (diethyl ether), C(C)O (ethanol), C(C)OCC (diethyl ether). The product is Cl.FC1=C(C=CC(=C1)C(F)(F)F)NC(NC=1C=C(CNC=2C(=NNC2)C(=O)N)C=C(C1)F)=O (4-{3-[3-(2-Fluoro-4-trifluoromethylphenyl)ureido]-5-fluorobenzylamino}-1H-pyrazole-3-carboxamide hydrochloride). Reaction SMILES: [F:1][C:2]1[CH:7]=[C:6]([C:8]([F:11])([F:10])[F:9])[CH:5]=[CH:4][C:3]=1[NH:12][C:13](=[O:32])[NH:14][C:15]1[CH:16]=[C:17]([CH:28]=[C:29]([F:31])[CH:30]=1)[CH2:18][NH:19][C:20]1[C:21]([C:25]([NH2:27])=[O:26])=[N:22][NH:23][CH:24]=1.[ClH:33]>C(O)C.C(OCC)C>[ClH:33].[F:1][C:2]1[CH:7]=[C:6]([C:8]([F:10])([F:11])[F:9])[CH:5]=[CH:4][C:3]=1[NH:12][C:13](=[O:32])[NH:14][C:15]1[CH:16]=[C:17]([CH:28]=[C:29]([F:31])[CH:30]=1)[CH2:18][NH:19][C:20]1[C:21]([C:25]([NH2:27])=[O:26])=[N:22][NH:23][CH:24]=1 |f:4.5|. Procedure details: A suspension of 1.85 g (0.40 mmol) of 4-{3-[3-(2-fluoro-4-trifluoromethylphenyl)ureido]-5-fluorobenzylamino}-1H-pyrazole-3-carboxamide in 40 ml of ethanol is stirred at ambient temperature under an argon atmosphere. Then 20 ml (40 mmol) of a solution of hydrochloric acid in diethyl ether (1 N) are added dropwise. The reaction medium becomes a clear solution. After stirring for 12 hours at ambient temperature, the solvents are evaporated using a rotary evaporator under reduced pressure. The resid...